Dataset: the Open Reaction Database (ORD), a public repository of structured organic reaction records. Task: describe an organic reaction: reactants, conditions, products, and yield Reactants: CO, COC(=O)C(C)(Oc1ccc(Cl)cc1)C(F)(F)F, [K+], [OH-], O. RXN SMILES: [CH3:19][OH:20].[Cl:1][c:2]1[cH:3][cH:4][c:5]([O:6][C:7]([C:8](=[O:9])[O:10][CH3:11])([C:12]([F:13])([F:14])[F:15])[CH3:16])[cH:17][cH:18]1.[K+:22].[OH-:21].[OH2:23]>>[Cl:1][c:2]1[cH:3][cH:4][c:5]([O:6][C:7]([C:8](=[O:9])[OH:10])([C:12]([F:13])([F:14])[F:15])[CH3:16])[cH:17][cH:18]1. Product: CC(Oc1ccc(Cl)cc1)(C(=O)O)C(F)(F)F. Starting materials: CS(C)=O, N#Cc1cc(-c2ccc(Cl)cc2)cnc1Cl, N, O. Yields the product N#Cc1cc(-c2ccc(Cl)cc2)cnc1N. RXN SMILES: [CH3:19][S:20]([CH3:21])=[O:22].[Cl:1][c:2]1[n:3][cH:4][c:5](-[c:10]2[cH:11][cH:12][c:13]([Cl:16])[cH:14][cH:15]2)[cH:6][c:7]1[C:8]#[N:9].[NH3:17].[OH2:18]>>[c:2]1([NH2:17])[n:3][cH:4][c:5](-[c:10]2[cH:11][cH:12][c:13]([Cl:16])[cH:14][cH:15]2)[cH:6][c:7]1[C:8]#[N:9]. The reactants are C(CCC)N (n-butylamine), ClC=1SC(=C(N1)C(F)(F)F)C(=O)OCC1=CC=CC=C1 (benzyl 2-chloro-4-trifluoromethyl-5-thiazolecarboxylate). Solvent: C(C)#N (acetonitrile). The product is C(CCC)NC=1SC(=C(N1)C(F)(F)F)C(=O)OCC1=CC=CC=C1 (Benzyl 2-(butylamino)-4-(trifluoromethyl)-5-thiazolecarboxylate). Yield: 36.3%. As a reaction SMILES: [CH2:1]([NH2:5])[CH2:2][CH2:3][CH3:4].Cl[C:7]1[S:8][C:9]([C:16]([O:18][CH2:19][C:20]2[CH:25]=[CH:24][CH:23]=[CH:22][CH:21]=2)=[O:17])=[C:10]([C:12]([F:15])([F:14])[F:13])[N:11]=1>C(#N)C>[CH2:1]([NH:5][C:7]1[S:8][C:9]([C:16]([O:18][CH2:19][C:20]2[CH:25]=[CH:24][CH:23]=[CH:22][CH:21]=2)=[O:17])=[C:10]([C:12]([F:14])([F:13])[F:15])[N:11]=1)[CH2:2][CH2:3][CH3:4]. Procedure details: By the procedure of Example 39, a stirred mixture of 20 ml acetonitrile, 3.65 g (49.8 mmol) of n-butylamine, and 8 g (24.9 mmol) of benzyl 2-chloro-4-trifluoromethyl-5-thiazolecarboxylate (prepared as described in U.S. Pat. No. 4,199,506), was heated at reflux for 24 hours. The product was separated and then recrystallized from hexane to yield 3.24 g of a yellow solid product (m.p.=77°-79° C.) identified in Table I.